Dataset: the Open Reaction Database (ORD), a public repository of structured organic reaction records. Task: describe an organic reaction: reactants, conditions, products, and yield Starting materials: CC(=O)OC(C)=O, OCC1c2ccccc2-c2c1c1ccccc1c1ccccc21, O=S(=O)(O)O. Product: CC(=O)OCC1c2ccccc2-c2c1c1ccccc1c1ccccc21. Reaction SMILES: [CH3:29][C:30](=[O:31])[O:32][C:33](=[O:34])[CH3:35].[OH:1][CH2:2][CH:3]1[c:4]2[cH:5][cH:6][cH:7][cH:8][c:9]2-[c:10]2[c:11]3[c:12]([c:13]4[c:14]([c:15]21)[cH:16][cH:17][cH:18][cH:19]4)[cH:20][cH:21][cH:22][cH:23]3.[S:24](=[O:25])(=[O:26])([OH:27])[OH:28]>>[O:1]([CH2:2][CH:3]1[c:4]2[cH:5][cH:6][cH:7][cH:8][c:9]2-[c:10]2[c:11]3[c:12]([c:13]4[c:14]([c:15]21)[cH:16][cH:17][cH:18][cH:19]4)[cH:20][cH:21][cH:22][cH:23]3)[C:30]([CH3:29])=[O:31]. Reactants: Cl.C(C)ON (Ethoxyamine hydrochloride), [OH-].[Na+] (sodium hydroxide), OC1=C(C(CC(C1)C1=C(C(=C(C=C1C)C)OC)C)=O)C(CC)=O (3-hydroxy-5-(3-methoxy-2,4,6-trimethylphenyl)-2-propionylcyclohex-2-en-1-one). Run in C(C)O (ethanol). Run at time 4 hour. The product is C(C)ON=C(CC)C=1C(CC(CC1O)C1=C(C(=C(C=C1C)C)OC)C)=O (2-[1-(ethoxyimino)propyl]-3-hydroxy-5-(3-methoxy-2,4,6-trimethylphenyl)cyclohex-2-en-1-one). The yield is 91.3%. As a reaction SMILES: Cl.[CH2:2]([O:4][NH2:5])[CH3:3].[OH-].[Na+].[OH:8][C:9]1[CH2:14][CH:13]([C:15]2[C:20]([CH3:21])=[CH:19][C:18]([CH3:22])=[C:17]([O:23][CH3:24])[C:16]=2[CH3:25])[CH2:12][C:11](=[O:26])[C:10]=1[C:27](=O)[CH2:28][CH3:29]>C(O)C>[CH2:2]([O:4][N:5]=[C:27]([C:10]1[C:11](=[O:26])[CH2:12][CH:13]([C:15]2[C:20]([CH3:21])=[CH:19][C:18]([CH3:22])=[C:17]([O:23][CH3:24])[C:16]=2[CH3:25])[CH2:14][C:9]=1[OH:8])[CH2:28][CH3:29])[CH3:3] |f:0.1,2.3|. Procedure: Ethoxyamine hydrochloride (0.43 g) and then aqueous sodium hydroxide (0.18 g in 10.0 ml of water) were added to a solution of 3-hydroxy-5-(3-methoxy-2,4,6-trimethylphenyl)-2-propionylcyclohex-2-en-1-one (1.35 g) in anhydrous absolute ethanol (200 ml). The mixture was stirred at room temperature for a period of 4 hours and then the ethanol was removed by evaporation under reduced pressure. The residue was treated with dichloromethane and the organic phase was washed twice with dilute aqueous hydr...